From a dataset of the Open Reaction Database (ORD), a public repository of structured organic reaction records. describe an organic reaction: reactants, conditions, products, and yield Reactants: NC=1SC=CN1 (2-amino thiazole), C(C)(C)(C)[N+]#[C-] (tert-butylisonitrile), ClC1=C(C=O)C=CC=C1Cl (2,3-dichlorobenzaldehyde). Solvent: Cl(=O)(=O)(=O)O (perchloric acid). The product is C(C)(C)(C)NC1=C(N=C2SC=CN21)C2=C(C(=CC=C2)Cl)Cl (tert-Butyl-[6-(2,3-dichloro-phenyl)-imidazo[2,1-b]thiazol-5-yl]-amine). RXN SMILES: [NH2:1][C:2]1[S:3][CH:4]=[CH:5][N:6]=1.[C:7]([N+:11]#[C-:12])([CH3:10])([CH3:9])[CH3:8].[Cl:13][C:14]1[C:21]([Cl:22])=[CH:20][CH:19]=[CH:18][C:15]=1[CH:16]=O>Cl(O)(=O)(=O)=O>[C:7]([NH:11][C:12]1[N:6]2[C:2]([S:3][CH:4]=[CH:5]2)=[N:1][C:16]=1[C:15]1[CH:18]=[CH:19][CH:20]=[C:21]([Cl:22])[C:14]=1[Cl:13])([CH3:10])([CH3:9])[CH3:8]. Procedure: Compound 28 was prepared in accordance with the general synthesis instructions from 1.0 ml (0.1 mmol) 2-amino thiazole solution (0.1 M, MC), 0.575 ml (0.115 mmol) tert-butylisonitrile solution (0.2 M, MC), 0.500 ml (0.15 mmol) 2,3-dichlorobenzaldehyde solution (0.3 M, MC) and 10 μl perchloric acid (w=20%) in a substance library. Starting materials: [O-]CC.[Na+] (sodium ethoxide), Cl (HCl), CN1N=C(C=C1NC(C1=C(C=CC=C1)SC1=CC=C2CC(NC2=C1)=O)=O)C (N-(2,5-Dimethyl-2H-pyrazol-3-yl)-2-(2-oxo-2,3-dihydro-1H-indol-6-ylsulfanyl)-benzamide), C(=O)OCC (ethyl formate). The solvent is C(C)O (ethanol), C(C)O (ethanol), CCOC(=O)C (EtOAc). Conditions: temperature 78 celsius. The product is CN1N=C(C=C1NC(C1=C(C=CC=C1)SC1=CC=C2/C(/C(NC2=C1)=O)=C/O)=O)C (N-(2,5-Dimethyl-2H-pyrazol-3-yl)-2-{3-[1-hydroxy-meth-(Z)-ylidene]-2-oxo-2,3-dihydro-1H-indol-6-ylsulfanyl}-benzamide). The yield is 19.0%. RXN SMILES: [CH3:1][N:2]1[C:6]([NH:7][C:8](=[O:26])[C:9]2[CH:14]=[CH:13][CH:12]=[CH:11][C:10]=2[S:15][C:16]2[CH:24]=[C:23]3[C:19]([CH2:20][C:21](=[O:25])[NH:22]3)=[CH:18][CH:17]=2)=[CH:5][C:4]([CH3:27])=[N:3]1.[CH:28](OCC)=[O:29].[O-]CC.[Na+].Cl>C(O)C.CCOC(C)=O>[CH3:1][N:2]1[C:6]([NH:7][C:8](=[O:26])[C:9]2[CH:14]=[CH:13][CH:12]=[CH:11][C:10]=2[S:15][C:16]2[CH:24]=[C:23]3[C:19](/[C:20](=[CH:28]/[OH:29])/[C:21](=[O:25])[NH:22]3)=[CH:18][CH:17]=2)=[CH:5][C:4]([CH3:27])=[N:3]1 |f:2.3|. Procedure: N-(2,5-Dimethyl-2H-pyrazol-3-yl)-2-(2-oxo-2,3-dihydro-1H-indol-6-ylsulfanyl)-benzamide (as prepared above in Step 4; 0.300 g, 0.793 mmol) was dissolved in anhydrous ethanol (8 mL) and the resulting solution was treated with ethyl formate (0.058 mL, 0.717 mmol) The resulting solution was treated in dropwise fashion with a 21 wt % solution of sodium ethoxide in ethanol (1.48 mL, 3.97 mmol). This reaction mixture was heated at 78° C. for 0.5 h, which caused the reaction mixture to turn black in col... Starting materials: CCOC(C)=O, [Cu]I, COC(=O)c1cc(I)cc(OC)c1OC, [Na+], CN(C)C=O, O, O, Cc1ccc(S(=O)[O-])cc1. Yields the product COC(=O)c1cc(S(=O)(=O)c2ccc(C)cc2)cc(OC)c1OC. As a reaction SMILES: [CH3:29][CH2:30][O:31][C:32]([CH3:33])=[O:34].[Cu:40][I:41].[I:1][c:2]1[cH:3][c:4]([O:14][CH3:15])[c:5]([O:12][CH3:13])[c:6]([C:7](=[O:8])[O:9][CH3:10])[cH:11]1.[Na+:27].[O:35]=[CH:36][N:37]([CH3:38])[CH3:39].[OH2:16].[OH2:28].[c:17]1([CH3:26])[cH:18][cH:19][c:20]([S:23](=[O:24])[O-:25])[cH:21][cH:22]1>>[c:2]1([S:23]([c:20]2[cH:19][cH:18][c:17]([CH3:26])[cH:22][cH:21]2)(=[O:24])=[O:25])[cH:3][c:4]([O:14][CH3:15])[c:5]([O:12][CH3:13])[c:6]([C:7](=[O:8])[O:9][CH3:10])[cH:11]1. The reactants are CC(=O)OO, CC(=O)O, CCCCCCC, Clc1cccnc1OC1CCOCC1, [Na+], [Na+], O, O=S([O-])([O-])=S. Yields the product Oc1cnc(OC2CCOCC2)c(Cl)c1. As a reaction SMILES: [C:19]([O:20][OH:21])(=[O:22])[CH3:23].[CH3:15][C:16]([OH:17])=[O:18].[CH3:31][CH2:32][CH2:33][CH2:34][CH2:35][CH2:36][CH3:37].[Cl:1][c:2]1[c:3]([O:8][CH:9]2[CH2:10][CH2:11][O:12][CH2:13][CH2:14]2)[n:4][cH:5][cH:6][cH:7]1.[Na+:29].[Na+:30].[OH2:38].[S:24]([O-:25])([O-:26])(=[O:27])=[S:28]>>[Cl:1][c:2]1[c:3]([O:8][CH:9]2[CH2:10][CH2:11][O:12][CH2:13][CH2:14]2)[n:4][cH:5][c:6]([OH:17])[cH:7]1. Reactants: CI (methyl iodide), C(C)(C)(C)NS(=O)(=O)CCCCl (N-(tert-butyl)-3-chloropropane-1-sulfonamide), [Li]CCCC (n-BuLi). The product is C(C)(C)(C)NS(=O)(=O)C1(CC1)C (N-(tert-butyl)-1-methylcyclopropane-1-sulfonamide), CC1(CC1)S(=O)(=O)N (1-methylcyclopropane-1-sulfonamide). Reaction SMILES: [C:1]([NH:5][S:6]([CH2:9][CH2:10][CH2:11]Cl)(=[O:8])=[O:7])([CH3:4])([CH3:3])[CH3:2].[Li][CH2:14][CH2:15][CH2:16][CH3:17].CI>>[C:1]([NH:5][S:6]([C:9]1([CH3:14])[CH2:11][CH2:10]1)(=[O:8])=[O:7])([CH3:4])([CH3:3])[CH3:2].[CH3:14][C:15]1([S:6]([NH2:5])(=[O:8])=[O:7])[CH2:17][CH2:16]1. Procedure: The intermediate 1-methylcyclopropane-1-sulfonamide was prepared based on previously reported method (Synlett 2006, 5, 725-278) (Scheme 2). N-(tert-butyl)-1-methylcyclopropane-1-sulfonamide was synthesized using a one-pot procedure from N-(tert-butyl)-3-chloropropane-1-sulfonamide through n-BuLi promoted intramolecular cyclization, lithiation and alkylation with methyl iodide. The removal of the Boc protecting group with TFA afforded 1-methylcyclopropane-1-sulfonamide. Reactants: BrC1=C(C=CC=C1)F (1-bromo-2-fluorobenzene), C[C@H]1NCCNC1 ((R)-2-methylpiperazine), CC(C)([O-])C.[Na+] (sodium-tert-butoxide). The reagents and catalysts are CC(=O)[O-].CC(=O)[O-].[Pd+2] (Pd(OAc)2), C=1C=CC(=CC1)P(C=2C=CC=CC2)C3=CC=C4C=CC=CC4=C3C5=C6C=CC=CC6=CC=C5P(C=7C=CC=CC7)C=8C=CC=CC8 (BINAP). The solvent is C1(=CC=CC=C1)C (toluene). Yields the product FC1=C(C=CC=C1)N1C[C@H](NCC1)C ((3R)-1-(2-fluorophenyl)-3-methylpiperazine). Yield: 54.2%. As a reaction SMILES: Br[C:2]1[CH:7]=[CH:6][CH:5]=[CH:4][C:3]=1[F:8].[CH3:9][C@@H:10]1[CH2:15][NH:14][CH2:13][CH2:12][NH:11]1.CC(C)([O-])C.[Na+]>C1(C)C=CC=CC=1.CC([O-])=O.CC([O-])=O.[Pd+2].C1C=CC(P(C2C(C3C(P(C4C=CC=CC=4)C4C=CC=CC=4)=CC=C4C=3C=CC=C4)=C3C(C=CC=C3)=CC=2)C2C=CC=CC=2)=CC=1>[F:8][C:3]1[CH:4]=[CH:5][CH:6]=[CH:7][C:2]=1[N:14]1[CH2:13][CH2:12][NH:11][C@H:10]([CH3:9])[CH2:15]1 |f:2.3,5.6.7|. Reported procedure: To a mixture of 1-bromo-2-fluorobenzene (5.0 g, 28.5 mmol), (R)-2-methylpiperazine (3.15 g, 31.3 mmol) and sodium-tert-butoxide (4.0 g, 42 mmol) in dry toluene (100 mL) under nitrogen was added Pd(OAc)2 (250 mg, 1.1 mmol) followed by BINAP (750 mg, 1.2 mmol). The reaction mixture was then refluxed for 16 h and cooled. The reaction mixture was washed with water, dried and evaporated to a residue. The residue was purified by chromatography using chloroform/methanol (8/2) as eluent to afford the ti... Run at time 18 hour. RXN SMILES: [CH2:1]([N:8]1[C:14](=O)[CH:13]2[N:16](C)[CH:10]([CH2:11][CH2:12]2)[C:9]1=O)[C:2]1[CH:7]=[CH:6][CH:5]=[CH:4][CH:3]=1.O1CCOC[CH2:20]1.[H-].[H-].[H-].[H-].[Li+].[Al+3].O>O1CCOCC1>[CH2:1]([N:8]1[CH2:9][CH:10]2[NH:16][C:13]([CH3:20])([CH2:12][CH2:11]2)[CH2:14]1)[C:2]1[CH:3]=[CH:4][CH:5]=[CH:6][CH:7]=1 |f:1.2.3.4.5.6.7|. Reactants: C(C1=CC=CC=C1)N1C(C2CCC(C1=O)N2C)=O (3-benzyl-8-methyl-3,8-diazabicyclo[3.2.1]octane-2,4-dione), O1CCOCC1.[H-].[H-].[H-].[H-].[Li+].[Al+3] (dioxane LiAlH4), O (water). Run in O1CCOCC1 (dioxane). Procedure: To a solution of 3-benzyl-8-methyl-3,8-diazabicyclo[3.2.1]octane-2,4-dione (28.3 g; 0.116 mol) in 200 ml of absolute dioxane LiAlH4 (7.6 g; 0.2 mol) was added and the mixture boiled under argon for 18 hours. Then a mixture of water (7.5 ml) and dioxane (40 ml) was added drop-wise to the reaction mixture. The suspension was mixed for 20 minutes and filtered trough a dense glass filter. The filtrate was evaporated and the residue was distilled on Büchi oven for distillation at 120° C. and 0.1 mbar... The product is C(C1=CC=CC=C1)N1CC2(CCC(C1)N2)C (3-Benzyl-methyl-3,8-diazabicyclo[3.2.1]octane).